Dataset: the Open Reaction Database (ORD), a public repository of structured organic reaction records. Task: describe an organic reaction: reactants, conditions, products, and yield Reactants: solid, Cl.O1COC2=C1C=CC=C2C2CCN(CC2)CC[C@@H]2CC[C@H](CC2)N (Trans-4-[2-(4-Benzo[1,3]dioxol-4-yl-piperidin-1-yl)-ethyl]-cyclohexylamine hydrochloride), Cl.O1COC2=C1C=CC=C2C2CCN(CC2)CC[C@@H]2CC[C@H](CC2)N (Trans-4-[2-(4-Benzo[1,3]dioxol-4-yl-piperidin-1-yl)-ethyl]-cyclohexylamine hydrochloride), CC(CC(=O)O)C (3-methylbutanoic acid). Product: O1COC2=C1C=CC=C2C2CCN(CC2)CC[C@@H]2CC[C@H](CC2)NC(CC(C)C)=O (Trans-N-{4-[2-(4-Benzo[1,3]dioxol-4-yl-piperidin-1-yl)-ethyl]-cyclohexyl}-3-methyl-butyramide). Reaction SMILES: Cl.[O:2]1[C:6]2[CH:7]=[CH:8][CH:9]=[C:10]([CH:11]3[CH2:16][CH2:15][N:14]([CH2:17][CH2:18][C@H:19]4[CH2:24][CH2:23][C@H:22]([NH2:25])[CH2:21][CH2:20]4)[CH2:13][CH2:12]3)[C:5]=2[O:4][CH2:3]1.[CH3:26][CH:27]([CH3:32])[CH2:28][C:29](O)=[O:30]>>[O:2]1[C:6]2[CH:7]=[CH:8][CH:9]=[C:10]([CH:11]3[CH2:16][CH2:15][N:14]([CH2:17][CH2:18][C@H:19]4[CH2:20][CH2:21][C@H:22]([NH:25][C:29](=[O:30])[CH2:28][CH:27]([CH3:32])[CH3:26])[CH2:23][CH2:24]4)[CH2:13][CH2:12]3)[C:5]=2[O:4][CH2:3]1 |f:0.1|. Procedure details: The title compound, light yellow solid (9.1 mg, 31.4%), MS (ISP) m/z=415.5[(M+H)+], was prepared in accordance with the general method of example 1 from Trans-4-[2-(4-Benzo[1,3]dioxol-4-yl-piperidin-1-yl)-ethyl]-cyclohexylamine hydrochloride (intermediate A) (25.7 mg, 0.07 mmol) and 3-methylbutanoic acid The reactants are C(C)(C)(C)OC(=O)N1[C@@H](CCC1)C1CO1 ((2S)1-(tert-butoxycarbonyl)-2-(1,2-epoxyethyl)Pyrrolidine), C1OC=2C=C(C=CC2O1)O ((3,4-methylenedioxy)phenol). Product: C(C)(C)(C)OC(=O)N1[C@@H](CCC1)C(COC1=CC2=C(C=C1)OCO2)O ((2S)-1-(tert-Butoxycarbonyl)-2-{1-hydroxy-2-[(3,4-methylenedioxy)phenoxy]ethyl} pyrrolidine). Isolated yield 73.1%. Reaction SMILES: [C:1]([O:5][C:6]([N:8]1[CH2:12][CH2:11][CH2:10][C@H:9]1[CH:13]1[O:15][CH2:14]1)=[O:7])([CH3:4])([CH3:3])[CH3:2].[CH2:16]1[O:24][C:23]2[CH:22]=[CH:21][C:20]([OH:25])=[CH:19][C:18]=2[O:17]1>>[C:1]([O:5][C:6]([N:8]1[CH2:12][CH2:11][CH2:10][C@H:9]1[CH:13]([OH:15])[CH2:14][O:25][C:20]1[CH:21]=[CH:22][C:23]2[O:24][CH2:16][O:17][C:18]=2[CH:19]=1)=[O:7])([CH3:2])([CH3:3])[CH3:4]. Procedure details: By the same procedure as in Example 26-B), while using (2S)1-(tert-butoxycarbonyl)-2-(1,2-epoxyethyl)Pyrrolidine (2.00 g) and (3,4-methylenedioxy)phenol (2.72 g), there was obtained 2.41 g of the title compound.